Dataset: the Open Reaction Database (ORD), a public repository of structured organic reaction records. Task: describe an organic reaction: reactants, conditions, products, and yield Reactants: O (water), C([O-])([O-])=O.[K+].[K+] (potassium carbonate), C(CCC)N (butylamine), FC1=C(C=C(C=C1)C=1OC2=C(N1)C=CC=C2)[N+](=O)[O-] (2-(4-fluoro-3-nitrophenyl)benzoxazole). Solvent: C(C)O (ethanol). The product is C(CCC)NC1=C(C=C(C=C1)C=1OC2=C(N1)C=CC=C2)[N+](=O)[O-] (2-(4-n-butylamino-3-nitrophenyl)benzoxazole). Yield: 99.1%. Reaction SMILES: F[C:2]1[CH:7]=[CH:6][C:5]([C:8]2[O:9][C:10]3[CH:16]=[CH:15][CH:14]=[CH:13][C:11]=3[N:12]=2)=[CH:4][C:3]=1[N+:17]([O-:19])=[O:18].C(=O)([O-])[O-].[K+].[K+].[CH2:26]([NH2:30])[CH2:27][CH2:28][CH3:29].O>C(O)C>[CH2:26]([NH:30][C:2]1[CH:7]=[CH:6][C:5]([C:8]2[O:9][C:10]3[CH:16]=[CH:15][CH:14]=[CH:13][C:11]=3[N:12]=2)=[CH:4][C:3]=1[N+:17]([O-:19])=[O:18])[CH2:27][CH2:28][CH3:29] |f:1.2.3|. Procedure: To a suspension of 2-(4-fluoro-3-nitrophenyl)benzoxazole (see Working Example 15-2) (300 mg, 1.16 mmol) in ethanol (5 mL) was added potassium carbonate (321 mg, 2.32 mmol) and butylamine (170 mg, 2.32 mmol), and this was heated to reflux for 4 hours. After the reaction was complete, this was cooled to room temperature, water was added, and after the precipitated crystals were filtered and washed with water, they were dried to yield the title compound (358 mg, 99.1% yield). The reactants are C(#N)C(=CC1=CC=C(OCC(=O)[O-])C=C1)C(NCC=1C=NC=CC1)=O.[Na+] (Sodium [4-[2-Cyano-2-[N-(3-pyridylmethyl)carbamoyl]ethenyl]phenoxy]acetate), Cl (hydrochloric acid). The solvent is O (water), CO (methanol). Reaction conditions: time 8 hour. Product: C(#N)C(=CC1=CC=C(OCC(=O)O)C=C1)C(NCC=1C=NC=CC1)=O ([4-[2-Cyano-2-[N-(3-pyridylmethyl)carbamoyl]ethenyl]phenoxy]acetic Acid). As a reaction SMILES: [C:1]([C:3]([C:16](=[O:25])[NH:17][CH2:18][C:19]1[CH:20]=[N:21][CH:22]=[CH:23][CH:24]=1)=[CH:4][C:5]1[CH:15]=[CH:14][C:8]([O:9][CH2:10][C:11]([O-:13])=[O:12])=[CH:7][CH:6]=1)#[N:2].[Na+].Cl>O.CO>[C:1]([C:3]([C:16](=[O:25])[NH:17][CH2:18][C:19]1[CH:20]=[N:21][CH:22]=[CH:23][CH:24]=1)=[CH:4][C:5]1[CH:6]=[CH:7][C:8]([O:9][CH2:10][C:11]([OH:13])=[O:12])=[CH:14][CH:15]=1)#[N:2] |f:0.1|. Procedure details: The filtrate and the remainder of the solid from Example 82 were dissolved in water (100 ml)/methanol (100 ml), and neutralized with 20 ml of 0.1 mol/l hydrochloric acid. Methanol was evaporated and impurities were removed by extraction with ethyl acetate. The aqueous layer was filtered to remove insoluble components, concentrated to about 50 ml, and then allowed to stand overnight. The precipitated solid was filtered, washed with a small amount of acetone, and then dried by heating under reduce... Starting materials: OC=1C(=C(C2=C(SC(O2)=O)C1C)C)C (5-hydroxy-4,6,7-trimethyl-1,3-benzoxathiole-2-one), C(=C)OCC (ethyl vinyl ether), C(Br)Br (methylene dibromide), C([O-])(O)=O.[Na+] (sodium bicarbonate), C(Br)Br (methylene dibromide). Reagents/catalysts: CCCCCCCC[N+](C)(CCCCCCCC)CCCCCCCC.[Cl-] (Aliquat 336), [Cl-].C[N+](CCCCCCCC)(CCCCCCCC)CCCCCCCC (methyltrioctylammonium chloride), CS(=O)(=O)O (methanesulfonic acid). The solvent is O (water). Conditions: temperature -20 celsius. Yields the product C(C)OC(C)OC=1C(=C(C2=C(SCO2)C1C)C)C (5-(1-Ethoxyethoxy)-4,6,7-trimethyl-1,3-benzoxathiole). Reaction SMILES: [OH:1][C:2]1[C:3]([CH3:14])=[C:4]([CH3:13])[C:5]2[O:9][C:8](=O)[S:7][C:6]=2[C:11]=1[CH3:12].[CH:15]([O:17][CH2:18][CH3:19])=[CH2:16].C(Br)Br.C(=O)(O)[O-].[Na+]>CCCCCCCC[N+](CCCCCCCC)(CCCCCCCC)C.[Cl-].CS(O)(=O)=O.O>[CH2:15]([O:17][CH:18]([O:1][C:2]1[C:3]([CH3:14])=[C:4]([CH3:13])[C:5]2[O:9][CH2:8][S:7][C:6]=2[C:11]=1[CH3:12])[CH3:19])[CH3:16] |f:3.4,5.6|. Procedure details: A mixture of 7.35 g of 5-hydroxy-4,6,7-trimethyl-1,3-benzoxathiole-2-one, 20 ml of ethyl vinyl ether and 20 ml of methylene dibromide was cooled down to -20° C. under a stream of nitrogen, and then 20 mg of methanesulfonic acid were added dropwise, while stirring. After completion of the dropwise addition, the reaction temperature was gradually raised to room temperature, and the mixture was stirred for 3 hours at room temperature. To this reaction mixture were added 30 ml of water, 8.8 g of sod... Reactants: BrC1=CC=CC(=N1)C(=O)N1CC(N(CC1)C(=O)C1=NN(C=N1)C1=CC(=CC=C1)Cl)(C)C ([4-(6-bromo-pyridine-2-carbonyl)-2,2-dimethyl-piperazin-1-yl]-[1-(3-chloro-phenyl)-1H-[1,2,4]triazol-3-yl]-methanone), O1CCC(=CC1)B1OC(C)(C)C(C)(C)O1 (3,6-dihydro-2H-pyran-4-boronic acid pinacol ester), C(Cl)Cl (DCM), C([O-])([O-])=O.[K+].[K+] (potassium carbonate). Run in O1CCOCC1 (dioxane), CO (MeOH). Run at temperature 140 celsius, time 15 minute. Yields the product ClC=1C=C(C=CC1)N1N=C(N=C1)C(=O)N1C(CN(CC1)C(=O)C1=NC(=CC=C1)C=1CCOCC1)(C)C ([1-(3-Chloro-phenyl)-1H-[1,2,4]triazol-3-yl]-{4-[6-(3,6-dihydro-2H-pyran-4-yl)-pyridine-2-carbonyl]-2,2-dimethyl-piperazin-1-yl}-methanone). As a reaction SMILES: Br[C:2]1[N:7]=[C:6]([C:8]([N:10]2[CH2:15][CH2:14][N:13]([C:16]([C:18]3[N:22]=[CH:21][N:20]([C:23]4[CH:28]=[CH:27][CH:26]=[C:25]([Cl:29])[CH:24]=4)[N:19]=3)=[O:17])[C:12]([CH3:31])([CH3:30])[CH2:11]2)=[O:9])[CH:5]=[CH:4][CH:3]=1.[O:32]1[CH2:37][CH:36]=[C:35](B2OC(C)(C)C(C)(C)O2)[CH2:34][CH2:33]1.C(Cl)Cl.C(=O)([O-])[O-].[K+].[K+]>O1CCOCC1.CO>[Cl:29][C:25]1[CH:24]=[C:23]([N:20]2[CH:21]=[N:22][C:18]([C:16]([N:13]3[CH2:14][CH2:15][N:10]([C:8]([C:6]4[CH:5]=[CH:4][CH:3]=[C:2]([C:35]5[CH2:36][CH2:37][O:32][CH2:33][CH:34]=5)[N:7]=4)=[O:9])[CH2:11][C:12]3([CH3:31])[CH3:30])=[O:17])=[N:19]2)[CH:28]=[CH:27][CH:26]=1 |f:3.4.5|. Procedure: A mixture of 500 mg (0.10 mmol) [4-(6-bromo-pyridine-2-carbonyl)-2,2-dimethyl-piperazin-1-yl]-[1-(3-chloro-phenyl)-1H-[1,2,4]triazol-3-yl]-methanone, 28 mg (0.13 mmol) 3,6-dihydro-2H-pyran-4-boronic acid pinacol ester, 16 mg (0.020 mmol) [1,1′-bis(diphenylphosphino)-ferrocene]dichloropalladium(II) complex with DCM (1:1) and 0.10 mL 5M aqueous potassium carbonate solution in 1.0 mL dioxane and 0.50 mL MeOH was stirred at 140° C. for 15 min under microwave irradiation. The reaction mixture was fil...